describe an organic reaction: reactants, conditions, products, and yield From a dataset of the Open Reaction Database (ORD), a public repository of structured organic reaction records. Reactants: 4, C(#N)C=1C=C(C=C(C1)F)[C@@H](CC=C)N[S@](=O)C(C)(C)C ((R)-N-((R)-1-(3-cyano-5-fluorophenyl)but-3-enyl)-2-methylpropane-2-sulfinamide), C(Cl)Cl (DCM), C1=CC(=CC(=C1)Cl)C(=O)OO (mCPBA), C1=CC(=CC(=C1)Cl)C(=O)OO (mCPBA), C(=O)([O-])[O-].[K+].[K+] (K2CO3). Solvent: O (water). Reaction conditions: temperature 5 celsius, time 20 minute. Reaction SMILES: [C:1]([C:3]1[CH:4]=[C:5]([C@H:10]([NH:14][S@@:15]([C:17]([CH3:20])([CH3:19])[CH3:18])=[O:16])[CH2:11][CH:12]=C)[CH:6]=[C:7]([F:9])[CH:8]=1)#[N:2].C(Cl)Cl.C1C=C(Cl)C=C(C(OO)=[O:32])C=1.[C:35]([O-:38])([O-])=O.[K+].[K+]>O>[C:1]([C:3]1[CH:4]=[C:5]([C@H:10]([NH:14][S:15]([C:17]([CH3:20])([CH3:19])[CH3:18])(=[O:16])=[O:32])[CH2:11][CH:12]2[CH2:35][O:38]2)[CH:6]=[C:7]([F:9])[CH:8]=1)#[N:2] |f:3.4.5|. Procedure details: A 22 L 4 neck round bottom flask was charged with (R)-N-((R)-1-(3-cyano-5-fluorophenyl)but-3-enyl)-2-methylpropane-2-sulfinamide (I-18) (441 g, 1.5 mol) and DCM (6 L). The solution was cooled to <0° C. and mCPBA (737 g, 3.0 mol) was added in portions over 60 minutes at a batch temperature <10° C. (Note: a mild exotherm and gas evolution were observed. A white suspension was obtained after the addition). The reaction mixture was stirred at 0-10° C. over 20 minutes and warmed to room temperature a... Yields the product C(#N)C=1C=C(C=C(C1)F)[C@@H](CC1OC1)NS(=O)(=O)C(C)(C)C (N-((1R)-1-(3-cyano-5-fluorophenyl)-2-(oxiran-2-yl)ethyl)-2-methylpropane-2-sulfonamide). The reagents and catalysts are C(C)(=O)[O-].[Pd+2].C(C)(=O)[O-] (palladium(II) acetate). Reaction conditions: temperature 170 celsius. Yields the product COC1=CC=C(C=CC(=O)OCC(CCCC)CC)C=C1 (2-ethylhexyl 4-methoxycinnamate). The yield is 82.0%. Reported procedure: A reaction mixture of 18.7 g of 4-bromoanisole, 20.3 g of 2-ethylhexyl acrylate, 6.36 g of sodium carbonate, 0.0025 g of palladium(II) acetate, 0.21 g of triphenylphosphane and 5.0 g of polyethylene glycol 1000 was heated to 170° C. under nitrogen. The conversion of bromoanisole, determined by gas chromatography, was 100% after 2 hours. After vacuum distillation, an 82% yield of 2-ethylhexyl 4-methoxycinnamate, based on the 4-bromoanisole reacted, was obtained. Reactants: BrC1=CC=C(C=C1)OC (4-bromoanisole), C(C=C)(=O)OCC(CCCC)CC (2-ethylhexyl acrylate), C([O-])([O-])=O.[Na+].[Na+] (sodium carbonate), C1(=CC=CC=C1)P(C1=CC=CC=C1)C1=CC=CC=C1 (triphenylphosphane), polyethylene glycol 1000, BrC1=C(C=CC=C1)OC (bromoanisole). RXN SMILES: Br[C:2]1[CH:7]=[CH:6][C:5]([O:8][CH3:9])=[CH:4][CH:3]=1.[C:10]([O:14][CH2:15][CH:16]([CH2:21][CH3:22])[CH2:17][CH2:18][CH2:19][CH3:20])(=[O:13])[CH:11]=[CH2:12].C(=O)([O-])[O-].[Na+].[Na+].C1(P(C2C=CC=CC=2)C2C=CC=CC=2)C=CC=CC=1.BrC1C=CC=CC=1OC>C([O-])(=O)C.[Pd+2].C([O-])(=O)C>[CH3:9][O:8][C:5]1[CH:6]=[CH:7][C:2]([CH:12]=[CH:11][C:10]([O:14][CH2:15][CH:16]([CH2:21][CH3:22])[CH2:17][CH2:18][CH2:19][CH3:20])=[O:13])=[CH:3][CH:4]=1 |f:2.3.4,7.8.9|. The reactants are O1CCOC12CCC(CC2)=O (1,4-dioxa-spiro[4.5]decan-8-one), N1CCOCC1 (morpholine), [BH-](OC(=O)C)(OC(=O)C)OC(=O)C.[Na+] (NaBH(OAc)3), C(C)(=O)O (acetic acid), C(Cl)Cl (CH2Cl2). Product: Cl.O1CCOC12CCC(CC2)N2CCOCC2 (4-(1,4-Dioxa-spiro[4.5]dec-8-yl)-morpholine hydrochloride). Isolated yield 80.0%. RXN SMILES: [O:1]1[C:5]2([CH2:10][CH2:9][C:8](=O)[CH2:7][CH2:6]2)[O:4][CH2:3][CH2:2]1.[NH:12]1[CH2:17][CH2:16][O:15][CH2:14][CH2:13]1.[BH-](OC(C)=O)(OC(C)=O)OC(C)=O.[Na+].C(O)(=O)C.C(Cl)[Cl:37]>>[ClH:37].[O:1]1[C:5]2([CH2:10][CH2:9][CH:8]([N:12]3[CH2:17][CH2:16][O:15][CH2:14][CH2:13]3)[CH2:7][CH2:6]2)[O:4][CH2:3][CH2:2]1 |f:2.3,6.7|. Procedure: A solution of 1,4-dioxa-spiro[4.5]decan-8-one (5.00 g, 32.0 mmol) in CH2Cl2 (100 mL) was treated with morpholine (2.79 mL, 32.0 mmol), NaBH(OAc)3 (9.50 g, 44.8 mmol), and acetic acid (1.84 mL, 32.0 mmol) at RT for 4 h. The mixture was quenched with NaOH (75 mL, 2N aq) and extracted with ether (3×150 mL). The combined organic layers were washed with water (1×100 mL) and brine (1×100 mL), dried over MgSO4, and concentrated in vacuo to about 100 mL volume. HCl (9 mL, 4N in dioxane) was added dropwi... Starting materials: CC1CC2=C(CN1)SC(=N2)C(=O)[O-].[Li+] (lithium 6-methyl-4,5,6,7-tetrahydrothiazolo[5,4-c]pyridine-2-carboxylate), Cl.ClC=1C=C2C=CC(=CC2=CC1)S(=O)(=O)N1CC(NCC1)C(NCC1=C(C=CC=C1)OC)=O (1-[(6-chloronaphthalen-2-yl)sulfonyl]-3-[[N-(2-methoxybenzyl)]carbamoyl]piperazine hydrochloride). The product is Cl.ClC=1C=C2C=CC(=CC2=CC1)S(=O)(=O)N1CC(N(CC1)C(=O)C=1SC=2CNC(CC2N1)C)C(NCC1=C(C=CC=C1)OC)=O (4-[(6-Chloronaphthalen-2-yl)sulfonyl]-2-[[N-(2-methoxybenzyl)]carbamoyl]-1-[(6-methyl-4,5,6,7-tetrahydrothiazolo[5,4-c]pyridin-2-yl)carbonyl]piperazine hydrochloride). Reaction SMILES: [CH3:1][CH:2]1[NH:7][CH2:6][C:5]2[S:8][C:9]([C:11]([O-:13])=O)=[N:10][C:4]=2[CH2:3]1.[Li+].Cl.[Cl:16][C:17]1[CH:18]=[C:19]2[C:24](=[CH:25][CH:26]=1)[CH:23]=[C:22]([S:27]([N:30]1[CH2:35][CH2:34][NH:33][CH:32]([C:36](=[O:47])[NH:37][CH2:38][C:39]3[CH:44]=[CH:43][CH:42]=[CH:41][C:40]=3[O:45][CH3:46])[CH2:31]1)(=[O:29])=[O:28])[CH:21]=[CH:20]2>>[ClH:16].[Cl:16][C:17]1[CH:18]=[C:19]2[C:24](=[CH:25][CH:26]=1)[CH:23]=[C:22]([S:27]([N:30]1[CH2:35][CH2:34][N:33]([C:11]([C:9]3[S:8][C:5]4[CH2:6][NH:7][CH:2]([CH3:1])[CH2:3][C:4]=4[N:10]=3)=[O:13])[CH:32]([C:36](=[O:47])[NH:37][CH2:38][C:39]3[CH:44]=[CH:43][CH:42]=[CH:41][C:40]=3[O:45][CH3:46])[CH2:31]1)(=[O:28])=[O:29])[CH:21]=[CH:20]2 |f:0.1,2.3,4.5|. Reported procedure: Starting materials: lithium 6-methyl-4,5,6,7-tetrahydrothiazolo[5,4-c]pyridine-2-carboxylate, 1-[(6-chloronaphthalen-2-yl)sulfonyl]-3-[[N-(2-methoxybenzyl)]carbamoyl]piperazine hydrochloride Starting materials: ClC1=CC=C(CNC2=NC3=C(N2C)C=CC(=C3)N(C)C3=NC(=NC=C3)Cl)C=C1 (N2-(4-Chloro-benzyl)-N5-(2-chloro-pyrimidin-4-yl)-1,N5-dimethyl-1H-benzoimidazole-2,5-diamine), NC=1C=C(C=CC1)OS(=O)(=O)C (methanesulfonic acid 3-amino-phenyl ester). Product: Cl.ClC1=CC=C(CNC2=NC3=C(N2C)C=CC(=C3)N(C3=NC(=NC=C3)NC=3C=C(C=CC3)OS(=O)(=O)C)C)C=C1 (Methanesulfonic acid 3-(4-{[2-(4-chloro-benzylamino)-1-methyl-1H-benzoimidazol-5-yl]-methyl-amino}-pyrimidin-2-ylamino)-phenyl ester hydrochloride). As a reaction SMILES: [Cl:1][C:2]1[CH:28]=[CH:27][C:5]([CH2:6][NH:7][C:8]2[N:12]([CH3:13])[C:11]3[CH:14]=[CH:15][C:16]([N:18]([C:20]4[CH:25]=[CH:24][N:23]=[C:22](Cl)[N:21]=4)[CH3:19])=[CH:17][C:10]=3[N:9]=2)=[CH:4][CH:3]=1.[NH2:29][C:30]1[CH:31]=[C:32]([O:36][S:37]([CH3:40])(=[O:39])=[O:38])[CH:33]=[CH:34][CH:35]=1>>[ClH:1].[Cl:1][C:2]1[CH:28]=[CH:27][C:5]([CH2:6][NH:7][C:8]2[N:12]([CH3:13])[C:11]3[CH:14]=[CH:15][C:16]([N:18]([CH3:19])[C:20]4[CH:25]=[CH:24][N:23]=[C:22]([NH:29][C:30]5[CH:31]=[C:32]([O:36][S:37]([CH3:40])(=[O:39])=[O:38])[CH:33]=[CH:34][CH:35]=5)[N:21]=4)=[CH:17][C:10]=3[N:9]=2)=[CH:4][CH:3]=1 |f:2.3|. Procedure: The title compound was prepared following the procedure of example one with N2-(4-Chloro-benzyl)-N5-(2-chloro-pyrimidin-4-yl)-1,N5-dimethyl-1H-benzoimidazole-2,5-diamine (103 mg, 0.25 mmol) and methanesulfonic acid 3-amino-phenyl ester (56 mg, 0.25 mmol) as a white solid (87 mg, 58%). 1H NMR (300 MHz, d6-DMSO+NaHCO3) δ 9.40 (s, 1H), 8.00 (s, 1H), 7.79 (d, J=6.0 Hz, 1H), 7.64 (d, J=8.1 Hz, 1H), 7.50 (t, J=5.7 Hz, 1H), 7.36-7.44 (m, 4H), 7.23-7.29 (m, 2H), 7.08 (s, 1H), 6.84 (d, J=8.1 Hz, 2H), 5.6... The reactants are C(C)OC(=O)C1=CC=2C(=NC=CC2)N1 (1H-pyrrolo[2,3-b]pyridine-2-carboxylic acid ethyl ester), BrCC1=CC=CC2=CC=CC=C12 (1-bromomethyl-naphthalene). The product is C1(=CC=CC2=CC=CC=C12)CN1C(=CC=2C1=NC=CC2)C(=O)O (1-Naphthalen-1-ylmethyl-1H-pyrrolo[2,3-b]pyridine-2-carboxylic acid). As a reaction SMILES: C([O:3][C:4]([C:6]1[NH:14][C:9]2=[N:10][CH:11]=[CH:12][CH:13]=[C:8]2[CH:7]=1)=[O:5])C.Br[CH2:16][C:17]1[C:26]2[C:21](=[CH:22][CH:23]=[CH:24][CH:25]=2)[CH:20]=[CH:19][CH:18]=1>>[C:17]1([CH2:16][N:14]2[C:9]3=[N:10][CH:11]=[CH:12][CH:13]=[C:8]3[CH:7]=[C:6]2[C:4]([OH:3])=[O:5])[C:26]2[C:21](=[CH:22][CH:23]=[CH:24][CH:25]=2)[CH:20]=[CH:19][CH:18]=1. Procedure details: Using general procedure B, 1H-pyrrolo[2,3-b]pyridine-2-carboxylic acid ethyl ester (Adams, David Reginald et al., PCT Int. Appl. (2000), WO2000044753) was coupled with 1-bromomethyl-naphthalene and the product obtained was hydrolyzed to give the title compound as a white solid. MS: 301.3 ([M−H]−) Isolated yield 27.7%. Reported procedure: A solution of 5-acetyl-2-(methylsulfonyl)phenyl acetate (1.5 g, 5.8 mmol) and DMF-DMA (1.2 g, 10 mmol) in DMF (20 mL) was stirred at 100° C. overnight. The reaction mixture was cooled, concentrated, and purified by flash column chromatography (PE/EtOAc=4:1-2:1) to give the title compound (0.5 g, 30%). [M+H] Calc'd for C13H17NO4S, 284. Found, 284. As a reaction SMILES: [C:1]([O:4][C:5]1[CH:10]=[C:9]([C:11](=[O:13])[CH3:12])[CH:8]=[CH:7][C:6]=1[S:14]([CH3:17])(=[O:16])=[O:15])(=[O:3])[CH3:2].[CH3:18][N:19]([CH:21](OC)OC)[CH3:20]>CN(C=O)C>[C:1]([O:4][C:5]1[CH:10]=[C:9]([C:11](=[O:13])/[CH:12]=[CH:18]/[N:19]([CH3:21])[CH3:20])[CH:8]=[CH:7][C:6]=1[S:14]([CH3:17])(=[O:16])=[O:15])(=[O:3])[CH3:2]. Reactants: C(C)(=O)OC1=C(C=CC(=C1)C(C)=O)S(=O)(=O)C (5-acetyl-2-(methylsulfonyl)phenyl acetate), CN(C)C(OC)OC (DMF-DMA). Yields the product C(C)(=O)OC1=C(C=CC(=C1)C(\C=C\N(C)C)=O)S(=O)(=O)C (5-[(2E)-3-(dimethylamino)prop-2-enoyl]-2-(methylsulfonyl)phenyl acetate). Solvent: CN(C)C=O (DMF).